Dataset: the Open Reaction Database (ORD), a public repository of structured organic reaction records. Task: describe an organic reaction: reactants, conditions, products, and yield The reactants are N (ammonia), C(C)OC(C1=CC=C(C=C1)OCCN1CCCCCC1)=O (4-(2-azepan-1-ylethoxy)benzoic acid ethyl ester), [H-].[Al+3].[Li+].[H-].[H-].[H-] (lithium aluminum hydride). Run in O1CCCC1 (tetrahydrofuran), O1CCCC1 (tetrahydrofuran). Run at time 8 hour. Yields the product N1(CCCCCC1)CCOC1=CC=C(C=C1)CO ([4-(2-azepan-1-ylethoxy)phenyl]methanol). The yield is 70.1%. RXN SMILES: C([O:3][C:4](=O)[C:5]1[CH:10]=[CH:9][C:8]([O:11][CH2:12][CH2:13][N:14]2[CH2:20][CH2:19][CH2:18][CH2:17][CH2:16][CH2:15]2)=[CH:7][CH:6]=1)C.[H-].[Al+3].[Li+].[H-].[H-].[H-].N>O1CCCC1>[N:14]1([CH2:13][CH2:12][O:11][C:8]2[CH:7]=[CH:6][C:5]([CH2:4][OH:3])=[CH:10][CH:9]=2)[CH2:20][CH2:19][CH2:18][CH2:17][CH2:16][CH2:15]1 |f:1.2.3.4.5.6|. Procedure details: To a solution of 4-(2-azepan-1-ylethoxy)benzoic acid ethyl ester (6.0 g) in tetrahydrofuran (60 ml) was added lithium aluminum hydride (1.5 g) under a nitrogen atmosphere, the solution was stirred overnight at room temperature, tetrahydrofuran and aqueous ammonia were then sequentially added thereto on an ice bath, the solution was filtered through celite pad, the solvent was evaporated in vacuo to provide [4-(2-azepan-1-ylethoxy)phenyl]methanol (3.6 g). The title compound (194 mg) was obtained ...